This data is from the Open Reaction Database (ORD), a public repository of structured organic reaction records. The task is: describe an organic reaction: reactants, conditions, products, and yield Starting materials: ClCCl, NC1CCCCC1N, S=C=S. Yields the product S=C1NC2CCCCC2N1. RXN SMILES: [Cl:12][CH2:13][Cl:14].[NH2:4][CH:5]1[CH:6]([NH2:11])[CH2:7][CH2:8][CH2:9][CH2:10]1.[S:1]=[C:2]=[S:3]>>[C:2]1(=[S:3])[NH:4][CH:5]2[CH:6]([CH2:7][CH2:8][CH2:9][CH2:10]2)[NH:11]1.